The task is: describe an organic reaction: reactants, conditions, products, and yield. This data is from the Open Reaction Database (ORD), a public repository of structured organic reaction records. The reactants are C(CCC)[Li] (n-butyllithium), C(C1=CC=CC=C1)=O (benzaldehyde), BrC1=NC(=CC=C1)Br (2,6-Dibromopyridine), C(CCC)[Mg]Cl (n-Butylmagnesium chloride). Solvent: CCCCCC (hexane), Hexanes, C1(=CC=CC=C1)C (toluene), O1CCCC1 (tetrahydrofuran), C(C)(=O)O (acetic acid). Run at temperature 0 celsius, time 15 minute. Product: BrC1=CC=CC(=N1)C1(CO)CC=CC=C1 (1-(6-bromopyridin-2-yl)benzyl alcohol). The yield is 96.2%. Reaction SMILES: C([Mg]Cl)CCC.C([Li])CCC.Br[C:13]1[CH:18]=[CH:17][CH:16]=[C:15]([Br:19])[N:14]=1.[CH:20](=[O:27])[C:21]1[CH:26]=[CH:25][CH:24]=[CH:23][CH:22]=1>O1CCCC1.CCCCCC.C1(C)C=CC=CC=1.C(O)(=O)C>[Br:19][C:15]1[N:14]=[C:13]([C:21]2([CH:22]=[CH:23][CH:24]=[CH:25][CH2:26]2)[CH2:20][OH:27])[CH:18]=[CH:17][CH:16]=1. Procedure details: n-Butylmagnesium chloride (3.49 mmol) in 2.05M tetrahydrofuran solution (1.70 mL) was added to ice-cooled n-butyllithium (7.03 mmol) in 1.45M hexane solution (4.85 mL) (“Hexanes”, Product of Wako Pure and Chemical Industries, Ltd. The solvent was used in the same way in the working examples hereinafter described). The mixture was stirred at 0° C. for 15 minutes, and then cooled to −10° C. to give a suspension. 2,6-Dibromopyridine (2.37 g, 10.0 mmol) in toluene (25 mL) was added to the suspension... Reactants: BrCCC1=CC=C(C=C1)F (1-(2-bromoethyl)-4-fluorobenzene), Cl.ClC=1C=C(C=CC1)NN (3-chlorophenylhydrazine hydrochloride), CN1CCC(CC1)=O (N-methyl-4-piperidone). Solvent: C(C)N(CC)CC (triethylamine). Product: FC1=CC=C(CCN2C3=C(C=4C(=CC=CC24)Cl)CN(CC3)C)C=C1 (5-(4-fluorophenethyl)-9-chloro-2,3,4,5-tetrahydro-2-methyl-1H-pyrido[4,3-b]indole). RXN SMILES: Br[CH2:2][CH2:3][C:4]1[CH:9]=[CH:8][C:7]([F:10])=[CH:6][CH:5]=1.Cl.[Cl:12][C:13]1[CH:14]=[C:15]([NH:19]N)[CH:16]=[CH:17][CH:18]=1.[CH3:21][N:22]1[CH2:27][CH2:26][C:25](=O)[CH2:24][CH2:23]1>C(N(CC)CC)C>[F:10][C:7]1[CH:8]=[CH:9][C:4]([CH2:3][CH2:2][N:19]2[C:15]3[CH:16]=[CH:17][CH:18]=[C:13]([Cl:12])[C:14]=3[C:24]3[CH2:23][N:22]([CH3:21])[CH2:27][CH2:26][C:25]2=3)=[CH:5][CH:6]=1 |f:1.2|. Procedure details: The title compound is prepared by following Method 8 by using 1-(2-bromoethyl)-4-fluorobenzene, 3-chlorophenylhydrazine hydrochloride, triethylamine and N-methyl-4-piperidone Starting materials: ClC1=CC(=C(N=N1)CCCl)CCC (6-chloro-3-chloroethyl-4-propyl-pyridazine), C(=O)([O-])[O-].[K+].[K+] (K2CO3), C(C(C)C)N (isobutylamine), CC#N (CH3CN). Conditions: time 8 hour. The product is ClCCCC1=CC=C(N=N1)CNCC(C)C ((6-Chloropropyl-pyridazin-3-ylmethyl)-isobutyl-amine). Reaction SMILES: [Cl:1][C:2]1N=[N:6][C:5]([CH2:8]CCl)=[C:4](CCC)[CH:3]=1.[C:14]([O-])([O-])=O.[K+].[K+].[CH2:20]([NH2:24])[CH:21]([CH3:23])[CH3:22].[CH3:25][C:26]#[N:27]>>[Cl:1][CH2:2][CH2:3][CH2:4][C:5]1[N:6]=[N:27][C:26]([CH2:14][NH:24][CH2:20][CH:21]([CH3:23])[CH3:22])=[CH:25][CH:8]=1 |f:1.2.3|. Procedure details: To a solution of 6-chloro-3-chloroethyl-4-propyl-pyridazine (3.4 g, 16.58 mmol) in CH3CN (30 ml) is added K2CO3 (9.15 g, 66.3 mmol), isobutylamine (6.6 ml, 66.3 mmol) and the mixture is stirred at room temperature overnight. The solvent is removed in vacuo and to the residue is added water (60 ml) and EtOAc (60 ml). The layers are separated and the organic layer is washed with brine (20 ml) and dried (Na2SO4). Evaporation of the solvent provides a light yellow oil, which is used to next step wit... The reactants are CCCCOC(C)=O, CC(=O)CC(=O)NC(CC(=O)O)C(=O)O, CC(=O)OC(C)=O, CC(=O)[O-], CC(=O)[O-], CC(=O)O, [Mg+2]. Yields the product CC(=O)CC(=O)NC1CC(=O)OC1=O. RXN SMILES: [C:16]([O:17][CH2:18][CH2:19][CH2:20][CH3:21])(=[O:22])[CH3:23].[C:1]([CH2:2][C:3](=[O:4])[CH3:5])(=[O:6])[NH:7][CH:8]([CH2:9][C:10](=[O:11])[OH:12])[C:13](=[O:14])[OH:15].[CH3:24][C:25]([O:26][C:27](=[O:28])[CH3:29])=[O:30].[CH3:32][C:33](=[O:34])[O-:35].[CH3:36][C:37](=[O:38])[O-:39].[CH3:40][C:41](=[O:42])[OH:43].[Mg+2:31]>>[C:1]([CH2:2][C:3](=[O:4])[CH3:5])(=[O:6])[NH:7][CH:8]1[CH2:9][C:10](=[O:12])[O:15][C:13]1=[O:14]. Starting materials: O(C1=CC=CC=C1)C1=CC=C(C=O)C=C1 (4-Phenoxybenzaldehyde), C1(CCCC1)N (cyclopentylamine), C(#N)[BH3-].[Na+] (Sodium cyanoborohydride). Run in CO (methanol). Conditions: time 48 hour. The product is C1(CCCC1)NCC1=CC=C(C=C1)OC1=CC=CC=C1 (N-Cyclopentyl-N-(4-phenoxybenzyl)amine). Yield: 82.3%. As a reaction SMILES: [O:1]([C:8]1[CH:15]=[CH:14][C:11]([CH:12]=O)=[CH:10][CH:9]=1)[C:2]1[CH:7]=[CH:6][CH:5]=[CH:4][CH:3]=1.[CH:16]1([NH2:21])[CH2:20][CH2:19][CH2:18][CH2:17]1.C([BH3-])#N.[Na+]>CO>[CH:16]1([NH:21][CH2:12][C:11]2[CH:14]=[CH:15][C:8]([O:1][C:2]3[CH:7]=[CH:6][CH:5]=[CH:4][CH:3]=3)=[CH:9][CH:10]=2)[CH2:20][CH2:19][CH2:18][CH2:17]1 |f:2.3|. Procedure: 4-Phenoxybenzaldehyde (5.0 g, 25.1 mmol) and cyclopentylamine (2.5 g, 25 mmol) were dissolved in methanol (85 mL) under nitrogen at room temperature. Sodium cyanoborohydride (1.57 g, 25.0 mmol) was added, and stirring was continued for 48 hours. The solvent was evaporated, and the residue was suspended in ether, washed with brine, and dried over Na2SO4. The ether was evaporated, and the crude product was chromatographed on silica gel eluting with 3% methanol in methylene chloride to provide 5.5 ... Starting materials: COC(=O)c1ccccc1S(=O)(=O)N=C=O, CC#N, Cc1nnc(N)nc1C. The product is COC(=O)c1ccccc1S(=O)(=O)NC(=O)Nc1nnc(C)c(C)n1. RXN SMILES: [CH3:10][O:11][C:12](=[O:13])[c:14]1[c:15]([S:20](=[O:21])(=[O:22])[N:23]=[C:24]=[O:25])[cH:16][cH:17][cH:18][cH:19]1.[CH3:26][C:27]#[N:28].[NH2:1][c:2]1[n:3][n:4][c:5]([CH3:9])[c:6]([CH3:8])[n:7]1>>[NH:1]([c:2]1[n:3][n:4][c:5]([CH3:9])[c:6]([CH3:8])[n:7]1)[C:24]([NH:23][S:20]([c:15]1[c:14]([C:12]([O:11][CH3:10])=[O:13])[cH:19][cH:18][cH:17][cH:16]1)(=[O:21])=[O:22])=[O:25]. Starting materials: ClC=1C=C2C(N(C(C2=CC1[N+](=O)[O-])=O)C)=O (5-Chloro-2-methyl-6-nitroisoindoline-1,3-dione), NC(=O)N (urea). The product is NC=1C=C2C(N(C(C2=CC1[N+](=O)[O-])=O)C)=O (5-Amino-2-methyl-6-nitroisoindoline-1,3-dione). Reaction SMILES: Cl[C:2]1[CH:3]=[C:4]2[C:8](=[CH:9][C:10]=1[N+:11]([O-:13])=[O:12])[C:7](=[O:14])[N:6]([CH3:15])[C:5]2=[O:16].[NH2:17]C(N)=O>>[NH2:17][C:2]1[CH:3]=[C:4]2[C:8](=[CH:9][C:10]=1[N+:11]([O-:13])=[O:12])[C:7](=[O:14])[N:6]([CH3:15])[C:5]2=[O:16]. Reported procedure: 5-Chloro-2-methyl-6-nitroisoindoline-1,3-dione (14.40 g, 59.85 mmol) and urea (35.95 g, 599 mmol) were mixed together under argon. The mixture was stirred and heated to 150° C. for 3 h and cooled to rt. The solid was washed with 200 mL of hot water (90° C.) and filtered to remove the remaining urea. The isolated yellow solid was washed twice with hot water, dried under vacuum and purified by column chromatography (silica-gel CH2Cl2/acetone=19/1 v/v) to give a yellow solid product, 8.75 g, 66.1% ... Conditions: temperature 150 celsius. The yield is 66.1%. Reactants: CSC1=NC=C(C=N1)C(=O)OC (methyl 2-(methylsulfanyl)pyrimidine-5-carboxylate), [H-].C(C(C)C)[Al+]CC(C)C (diisobutylaluminum hydride), [H-].C(C(C)C)[Al+]CC(C)C (diisobutylaluminum hydride). Solvent: C1CCOC1 (THF). Conditions: temperature -78 celsius, time 40 minute. Product: CSC1=NC=C(C=N1)CO ([2-(methylsulfanyl)pyrimidin-5-yl]methanol). Reaction SMILES: [CH3:1][S:2][C:3]1[N:8]=[CH:7][C:6]([C:9](OC)=[O:10])=[CH:5][N:4]=1.[H-].C([Al+]CC(C)C)C(C)C>C1COCC1>[CH3:1][S:2][C:3]1[N:8]=[CH:7][C:6]([CH2:9][OH:10])=[CH:5][N:4]=1 |f:1.2|. Reported procedure: To a solution of methyl 2-(methylsulfanyl)pyrimidine-5-carboxylate (N1) (023 g, 1.2 mmol) in 20 mL THF at −78° C. was added diisobutylaluminum hydride (3.2 mL, 1.0 M solution in toluene). The reaction mixture stirred for 40 min at −78° C., and then additional diisobutylaluminum hydride (5 eq.) was added dropwise. The reaction mixture was stirred for 2 h, and then quenched with concentrated acetic acid. The reaction mixture was warmed to room temperature and filtered to obtain a biphasic solution... Reported procedure: A suspension is prepared from 142 g (3.75 mmols) of sodium borohydride and 2.4 liters of abs. toluene and then 2.2 liters of glacial acetic acid are added over 4 hours at 20° C. The hydrogen formed during the exothermic reaction is drawn off. To the triacetoxy borohydride so formed are then added, at 20° C., 400 g (0.683 mmol) of 7β-phenoxyacetylamino-3-morpholino-3-cephem-4-carboxylic acid benzhydryl ester in 1.2 liters of glacial acetic acid and 600 ml of abs. toluene. The reaction mixture is ... Run at temperature 40 celsius, time 24 hour. Yields the product C(C1=CC=CC=C1)(C1=CC=CC=C1)OC(=O)C1=CCS[C@H]2N1C([C@H]2NC(COC2=CC=CC=C2)=O)=O (7β-phenoxyacetylamino-3-cephem-4-carboxylic acid benzhydryl ester). Starting materials: C(C)(=O)O[BH-](OC(C)=O)OC(C)=O (triacetoxy borohydride), C(C1=CC=CC=C1)(C1=CC=CC=C1)OC(=O)C1=C(CS[C@H]2N1C([C@H]2NC(COC2=CC=CC=C2)=O)=O)N2CCOCC2 (7β-phenoxyacetylamino-3-morpholino-3-cephem-4-carboxylic acid benzhydryl ester), C1(=CC=CC=C1)C (toluene). As a reaction SMILES: C(O[BH-](OC(=O)C)OC(=O)C)(=O)C.[CH:14]([O:27][C:28]([C:30]1[N:35]2[C:36](=[O:49])[C@@H:37]([NH:38][C:39](=[O:48])[CH2:40][O:41][C:42]3[CH:47]=[CH:46][CH:45]=[CH:44][CH:43]=3)[C@H:34]2[S:33][CH2:32][C:31]=1N1CCOCC1)=[O:29])([C:21]1[CH:26]=[CH:25][CH:24]=[CH:23][CH:22]=1)[C:15]1[CH:20]=[CH:19][CH:18]=[CH:17][CH:16]=1.C1(C)C=CC=CC=1>C(O)(=O)C>[CH:14]([O:27][C:28]([C:30]1[N:35]2[C:36](=[O:49])[C@@H:37]([NH:38][C:39](=[O:48])[CH2:40][O:41][C:42]3[CH:47]=[CH:46][CH:45]=[CH:44][CH:43]=3)[C@H:34]2[S:33][CH2:32][CH:31]=1)=[O:29])([C:21]1[CH:22]=[CH:23][CH:24]=[CH:25][CH:26]=1)[C:15]1[CH:16]=[CH:17][CH:18]=[CH:19][CH:20]=1. The solvent is C(C)(=O)O (acetic acid).